This data is from the Open Reaction Database (ORD), a public repository of structured organic reaction records. The task is: describe an organic reaction: reactants, conditions, products, and yield Starting materials: CI (MeI), IC=1C2=C(NN1)CCC2 (3-iodo-1,4,5,6-tetrahydrocyclopenta[c]pyrazole), CC(C)(C)[O-].[K+] (KOtBu). The solvent is C1CCOC1 (THF), C1CCOC1 (THF). Conditions: temperature 0 celsius, time 30 minute. Yields the product IC=1C2=C(N(N1)C)CCC2 (3-iodo-1-methyl-1,4,5,6-tetrahydrocyclopenta[c]pyrazole). Yield: 55.0%. RXN SMILES: [I:1][C:2]1[C:3]2[CH2:9][CH2:8][CH2:7][C:4]=2[NH:5][N:6]=1.[CH3:10]C([O-])(C)C.[K+].CI>C1COCC1>[I:1][C:2]1[C:3]2[CH2:9][CH2:8][CH2:7][C:4]=2[N:5]([CH3:10])[N:6]=1 |f:1.2|. Reported procedure: To a solution of 3-iodo-1,4,5,6-tetrahydrocyclopenta[c]pyrazole (305 mg, 1.3 mmol) in THF (8.51 mL) at 0° C. was added KOtBu 1M in THF (1.82 mL, 1.82 mmol) and the mixture stirred at 0° C. for 30 min where it became a pale yellow solution then added MeI (259 mg, 114 μL, 1.82 mmol). The reaction mixture was stirred at 0° C. for 30 min then warmed to 25° C. and stirred for 1.5 h. The reaction mixture was quenched with saturated ammonium chloride in water and extracted with dichloromethane (3×30 mL... Reactants: BrC=1C(OC(CC1O)(CCC1=CC=CC=C1)C1=CC=CC=C1)=O (3-bromo-5,6-dihydro-4-hydroxy-6-phenyl-6-(2-phenylethyl)-2H-pyran-2-one), CC1=CC(=C(C=C1)S)C(C)C (4-methyl-2-isopropylbenzenethiol), N1CCCCC1 (piperidine). Run in ClCCl (dichloromethane). Product: OC1=C(C(OC(C1)(CCC1=CC=CC=C1)C1=CC=CC=C1)=O)SC1=C(C=C(C=C1)C)C(C)C (5,6-Dihydro-4-hydroxy-3-(4-methyl-2-isopropylphenylthio)-6-phenyl-6-(2-phenylethyl)-2H-pyran-2-one). RXN SMILES: Br[C:2]1[C:3](=[O:23])[O:4][C:5]([C:17]2[CH:22]=[CH:21][CH:20]=[CH:19][CH:18]=2)([CH2:9][CH2:10][C:11]2[CH:16]=[CH:15][CH:14]=[CH:13][CH:12]=2)[CH2:6][C:7]=1[OH:8].[CH3:24][C:25]1[CH:30]=[CH:29][C:28]([SH:31])=[C:27]([CH:32]([CH3:34])[CH3:33])[CH:26]=1.N1CCCCC1>ClCCl>[OH:8][C:7]1[CH2:6][C:5]([C:17]2[CH:22]=[CH:21][CH:20]=[CH:19][CH:18]=2)([CH2:9][CH2:10][C:11]2[CH:16]=[CH:15][CH:14]=[CH:13][CH:12]=2)[O:4][C:3](=[O:23])[C:2]=1[S:31][C:28]1[CH:29]=[CH:30][C:25]([CH3:24])=[CH:26][C:27]=1[CH:32]([CH3:34])[CH3:33]. Procedure details: The title compound was prepared as described in General Method 6 from 2.0 mmol of 3-bromo-5,6-dihydro-4-hydroxy-6-phenyl-6-(2-phenylethyl)-2H-pyran-2-one (prepared in example BBB), 2.1 mmol of 4-methyl-2-isopropylbenzenethiol, and 2.1 mmol of piperidine in 30 mL of dichloromethane. The product was chromatographed on silica gel, eluting first with chloroform and then with 5% methanol in chloroform (m.p.75°-76 ° C.). 1H NMR (DMSO-d6) δ 1.15 (m, 6 H), 2.16 (s, 3 H), 2.19-2.36 (m, 3 H), 2.62 (m, 1 H... Starting materials: C(CCC)=C1C(N(C(S1)=O)CCCCSC1=CC=CC=2N1C(=CN2)C(C(F)(F)F)=O)=O (5-butylidene-3-[4-(3-trifluoroacetylimidazo[1,2-a]pyridin-5-ylthio)butyl]-thiazolidine-2,4-dione), Cl (hydrochloric acid). Run in CO (methanol). Product: Cl.C(CCC)=C1C(N(C(S1)=O)CCCCSC1=CC=CC=2N1C(=CN2)C(C(F)(F)F)=O)=O (5-butylidene-3-[4-(3-trifluoroacetylimidazo[1,2-a]pyridin-5-ylthio)butyl]thiazolidine-2,4-dione hydrochloride). RXN SMILES: [CH:1](=[C:5]1[S:9][C:8](=[O:10])[N:7]([CH2:11][CH2:12][CH2:13][CH2:14][S:15][C:16]2[N:21]3[C:22]([C:25](=[O:30])[C:26]([F:29])([F:28])[F:27])=[CH:23][N:24]=[C:20]3[CH:19]=[CH:18][CH:17]=2)[C:6]1=[O:31])[CH2:2][CH2:3][CH3:4].[ClH:32]>CO>[ClH:32].[CH:1](=[C:5]1[S:9][C:8](=[O:10])[N:7]([CH2:11][CH2:12][CH2:13][CH2:14][S:15][C:16]2[N:21]3[C:22]([C:25](=[O:30])[C:26]([F:29])([F:28])[F:27])=[CH:23][N:24]=[C:20]3[CH:19]=[CH:18][CH:17]=2)[C:6]1=[O:31])[CH2:2][CH2:3][CH3:4] |f:3.4|. Procedure: To a solution of 200 mg (0.42 mmol) of 5-butylidene-3-[4-(3-trifluoroacetylimidazo[1,2-a]pyridin-5-ylthio)butyl]-thiazolidine-2,4-dione in 5 ml of methanol, 0.1 ml of concentrated hydrochloric acid was added. After the solvent was distilled off, the residue was washed with diethyl ether to yield 220 mg (100%, yellow oily substance) of the desired product. The reactants are ClC1=NC=CC(=N1)C=1C=C(C=O)C=CC1 (3-(2-Chloro-pyrimidin-4-yl)-benzaldehyde), C(C)(C)(C)OC(=O)N1C(CNCC1)CC1=CNC2=CC=CC=C12 (2-(1H-Indol-3-ylmethyl)-piperazine-1-carboxylic acid tert-butyl ester), 518. Product: C(C)(C)(C)OC(=O)N1C(CN(CC1)CC1=CC(=CC=C1)C1=NC(=NC=C1)Cl)CC1=CNC2=CC=CC=C12 (4-[3-(2-Chloro-pyrimidin-4-yl)-benzyl]-2-(1H-indol-3-ylmethyl)-piperazine-1-carboxylic acid tert-butyl ester). Reaction SMILES: [Cl:1][C:2]1[N:7]=[C:6]([C:8]2[CH:9]=[C:10]([CH:13]=[CH:14][CH:15]=2)[CH:11]=O)[CH:5]=[CH:4][N:3]=1.[C:16]([O:20][C:21]([N:23]1[CH2:28][CH2:27][NH:26][CH2:25][CH:24]1[CH2:29][C:30]1[C:38]2[C:33](=[CH:34][CH:35]=[CH:36][CH:37]=2)[NH:32][CH:31]=1)=[O:22])([CH3:19])([CH3:18])[CH3:17]>>[C:16]([O:20][C:21]([N:23]1[CH2:28][CH2:27][N:26]([CH2:11][C:10]2[CH:13]=[CH:14][CH:15]=[C:8]([C:6]3[CH:5]=[CH:4][N:3]=[C:2]([Cl:1])[N:7]=3)[CH:9]=2)[CH2:25][CH:24]1[CH2:29][C:30]1[C:38]2[C:33](=[CH:34][CH:35]=[CH:36][CH:37]=2)[NH:32][CH:31]=1)=[O:22])([CH3:19])([CH3:17])[CH3:18]. Procedure details: Intermediate 1 was coupled with 2-(1H-Indol-3-ylmethyl)-piperazine-1-carboxylic acid tert-butyl ester following procedure B. LC-MS showed the product had the expected M+H+ of 518.